Dataset: the Open Reaction Database (ORD), a public repository of structured organic reaction records. Task: describe an organic reaction: reactants, conditions, products, and yield Reactants: N1CCNCC1 (piperazine), C(#N)C1=C(C=CC=C1)SCl (2-cyanobenzenesulfenyl chloride). Run in ClC1=CC=CC=C1 (chlorobenzene). Yields the product N1(CCNCC1)C1=NSC2=C1C=CC=C2 (3-(1-piperazinyl)-1,2-benzisothiazole). Yield: 74.6%. As a reaction SMILES: [NH:1]1[CH2:6][CH2:5][NH:4][CH2:3][CH2:2]1.[C:7]([C:9]1[CH:14]=[CH:13][CH:12]=[CH:11][C:10]=1[S:15]Cl)#[N:8]>ClC1C=CC=CC=1>[N:1]1([C:7]2[C:9]3[CH:14]=[CH:13][CH:12]=[CH:11][C:10]=3[S:15][N:8]=2)[CH2:6][CH2:5][NH:4][CH2:3][CH2:2]1. Procedure: 86.2 g (1.00 mol) of piperazine and 7.5 g of chlorobenzene were placed in a four-neck 500 ml flask equipped with a stirrer, a thermometer, a dropping funnel and a condenser, 53.5 g (0.25 mol) of 2-cyanobenzenesulfenyl chloride was added dropwise in the melted state at about 130 ° C. over 1 hour while stirring, which was thereafter stirred for 4 hours to complete the reaction. After excess piperazine was removed with water, the reaction mixture was made acidic with hydrochloric acid, extracted in... Starting materials: C1N(CC2C1CNC2)C2=NC1=CC=CC=C1N=C2 (2-(Hexahydro-pyrrolo[3,4-c]pyrrol-2-yl)-quinoxaline), C(#N)C1=C(C(=O)O)C=CC=C1 (2-cyano-benzoic acid). Product: N1=C(C=NC2=CC=CC=C12)N1CC2C(C1)CN(C2)C(=O)C2=C(C#N)C=CC=C2 (2-(5-Quinoxalin-2-yl-hexahydro-pyrrolo[3,4-c]pyrrole-2-carbonyl)-benzonitrile). Reaction SMILES: [CH2:1]1[CH:5]2[CH2:6][NH:7][CH2:8][CH:4]2[CH2:3][N:2]1[C:9]1[CH:18]=[N:17][C:16]2[C:11](=[CH:12][CH:13]=[CH:14][CH:15]=2)[N:10]=1.[C:19]([C:21]1[CH:29]=[CH:28][CH:27]=[CH:26][C:22]=1[C:23](O)=[O:24])#[N:20]>>[N:10]1[C:11]2[C:16](=[CH:15][CH:14]=[CH:13][CH:12]=2)[N:17]=[CH:18][C:9]=1[N:2]1[CH2:3][CH:4]2[CH2:8][N:7]([C:23]([C:22]3[CH:26]=[CH:27][CH:28]=[CH:29][C:21]=3[C:19]#[N:20])=[O:24])[CH2:6][CH:5]2[CH2:1]1. Reported procedure: The title compound was prepared in a manner analogous to Example 15 utilizing Intermediate 35 and 2-cyano-benzoic acid. MS (ESI): mass calculated for C22H19N5O, 369.43; m/z found 370.3 [M+H]+.